This data is from the Open Reaction Database (ORD), a public repository of structured organic reaction records. The task is: describe an organic reaction: reactants, conditions, products, and yield Yields the product COCc1ccc2c(-c3c(F)cccc3F)c(=O)ccn2c1-c1ccc(F)cc1F. Reactants: C1CCOC1, O=c1ccn2c(-c3ccc(F)cc3F)c(CO)ccc2c1-c1c(F)cccc1F, [H-], CI, [Na+]. As a reaction SMILES: [CH2:34]1[O:35][CH2:36][CH2:37][CH2:38]1.[F:5][c:6]1[c:7](-[c:13]2[n:14]3[cH:15][cH:16][c:17](=[O:33])[c:18](-[c:25]4[c:26]([F:32])[cH:27][cH:28][cH:29][c:30]4[F:31])[c:19]3[cH:20][cH:21][c:22]2[CH2:23][OH:24])[cH:8][cH:9][c:10]([F:12])[cH:11]1.[H-:1].[I:3][CH3:4].[Na+:2]>>[CH3:4][O:24][CH2:23][c:22]1[c:13](-[c:7]2[c:6]([F:5])[cH:11][c:10]([F:12])[cH:9][cH:8]2)[n:14]2[cH:15][cH:16][c:17](=[O:33])[c:18](-[c:25]3[c:26]([F:32])[cH:27][cH:28][cH:29][c:30]3[F:31])[c:19]2[cH:20][cH:21]1. The reactants are [Al+3], COc1ccc(C=O)cc1OCc1ccccc1, C[Si](C)(C)C#N, [H-], [H-], [H-], [H-], [I-], [I-], [Li+], C1CCOC1, [Zn+2]. The product is COc1ccc(C(O)CN)cc1OCc1ccccc1. RXN SMILES: [Al+3:26].[CH2:1]([c:2]1[cH:3][cH:4][cH:5][cH:6][cH:7]1)[O:8][c:9]1[cH:10][c:11]([CH:12]=[O:13])[cH:14][cH:15][c:16]1[O:17][CH3:18].[CH3:19][Si:20]([CH3:21])([CH3:22])[C:23]#[N:24].[H-:25].[H-:28].[H-:29].[H-:30].[I-:31].[I-:33].[Li+:27].[O:34]1[CH2:35][CH2:36][CH2:37][CH2:38]1.[Zn+2:32]>>[CH2:1]([c:2]1[cH:3][cH:4][cH:5][cH:6][cH:7]1)[O:8][c:9]1[cH:10][c:11]([CH:12]([OH:13])[CH2:23][NH2:24])[cH:14][cH:15][c:16]1[O:17][CH3:18]. The reactants are COC=1C=CC2=C(C(CCCC2)=CC#N)C1 ((2-methoxy-6,7,8,9-tetrahydro-5H-benzocyclohepten-9-ylidene)acetonitrile), N.C(C)O (ammonia ethanol). The yield is 73.6%. Procedure details: To a solution of (2-methoxy-6,7,8,9-tetrahydro-5H-benzocyclohepten-9-ylidene)acetonitrile (2.00 g, 9.38 mmol) in ethanol (10 ml) were added a saturated solution of ammonia/ethanol (5 ml) and Raney nickel (W-2, 2 g). The mixture was stirred for 4 hours at 50° C. under hydrogen atmosphere (4 kgf/cm2). The Raney nickel was filtered off, then the solvent was distilled off under reduced pressure. The residue was purified by means of a silica gel column chromatography (chloroform:methanol=9:1 to chlor... Run in C(C)O (ethanol). Product: NC\C=C\1/CCCCC2=C1C=C(C=C2)OC ((E)-9-(2-Aminoethylidene)-2-methoxy-6,7,8,9-tetrahydro-5H-benzocycloheptene). Run at temperature 50 celsius, time 4 hour. Reaction SMILES: [CH3:1][O:2][C:3]1[CH:4]=[CH:5][C:6]2[CH2:12][CH2:11][CH2:10][CH2:9][C:8](=[CH:13][C:14]#[N:15])[C:7]=2[CH:16]=1.N.C(O)C>C(O)C.[Ni]>[NH2:15][CH2:14]/[CH:13]=[C:8]1\[CH2:9][CH2:10][CH2:11][CH2:12][C:6]2[CH:5]=[CH:4][C:3]([O:2][CH3:1])=[CH:16][C:7]\1=2 |f:1.2|. Reagents/catalysts: [Ni] (Raney nickel). The reactants are C(C)[SiH](CC)CC (triethylsilane), COC(C(=O)C1=C(NC2=NC=CC=C21)CC)=O ((2-ethyl-1H-pyrrolo[2,3-b]pyridin-3-yl)-oxo-acetic acid methyl ester). Solvent: C(=O)(C(F)(F)F)O (TFA). Conditions: time 8 hour. Product: COC(CC1=C(NC2=NC=CC=C21)CC)=O ((2-Ethyl-1H-pyrrolo[2,3-b]pyridin-3-yl)-acetic acid methyl ester). As a reaction SMILES: C([SiH](CC)CC)C.[CH3:8][O:9][C:10](=[O:24])[C:11]([C:13]1[C:21]2[C:16](=[N:17][CH:18]=[CH:19][CH:20]=2)[NH:15][C:14]=1[CH2:22][CH3:23])=O>C(O)(C(F)(F)F)=O>[CH3:8][O:9][C:10](=[O:24])[CH2:11][C:13]1[C:21]2[C:16](=[N:17][CH:18]=[CH:19][CH:20]=2)[NH:15][C:14]=1[CH2:22][CH3:23]. Reported procedure: To a solution of triethylsilane (818 μl, 5.12 mmol) in TFA (1.6 ml) at −10° C. is added portion wise (2-ethyl-1H-pyrrolo[2,3-b]pyridin-3-yl)-oxo-acetic acid methyl ester (0.34 g, 1.46 mmol). After stirring at room temperature overnight, the solvent is removed in vacuo and the resulting residue is neutralized with saturated sodium bicarbonate solution. The solution is extracted with DCM (3×20 ml) and the organic portions are combined, dried (Na2SO4) and concentrated in vacuo. The residue is loade... Starting materials: SC=1SCCN1 (4,5-dihydro-2-mercapto-thiazole), C[O-].[Na+] (sodium methylate), NC1=NC(=CC(=N1)CCl)OC (2-amino-4-chloromethyl-6-methoxy-pyrimidine). Solvent: CO (methanol), O (water). Reaction conditions: time 1 hour. The product is NC1=NC(=CC(=N1)OC)CSC=1SCCN1 (2-Amino-4-methoxy-6-(4,5-dihydrothiazol-2-yl-thiomethyl)-pyrimidine). RXN SMILES: [SH:1][C:2]1[S:3][CH2:4][CH2:5][N:6]=1.C[O-].[Na+].[NH2:10][C:11]1[N:16]=[C:15]([CH2:17]Cl)[CH:14]=[C:13]([O:19][CH3:20])[N:12]=1>CO.O>[NH2:10][C:11]1[N:12]=[C:13]([O:19][CH3:20])[CH:14]=[C:15]([CH2:17][S:1][C:2]2[S:3][CH2:4][CH2:5][N:6]=2)[N:16]=1 |f:1.2|. Procedure details: 11.9 g of 4,5-dihydro-2-mercapto-thiazole are suspended in 100 ml of methanol, and to the suspension are added 18.0 g of 30% methanolic, sodium methylate solution. To the formed clear solution are subsequently added 17.4 g of 2-amino-4-chloromethyl-6-methoxy-pyrimidine, and refluxing is carried out for 1 hour. After the solution has cooled, it is diluted with about 1 liter of water, and the product which precipitates is separated and dried. The yield is 22.5 g (88% of theory) of 2-amino-4-methox... The reactants are C(C1=CC=CC=C1)OCCO (2-benzyloxy-ethanol), [H-].[Na+] (sodium hydride), O (Water), FC1=CC(=C2C(NC(=NC2=C1)C1=CC=NC=C1)=O)OC (7-fluoro-5-methoxy-2-pyridin-4-yl-3H-quinazolin-4-one). Run in CS(=O)C (dimethyl sulfoxide), C(C)(=O)O (acetic acid). Run at time 45 minute. Yields the product C(C1=CC=CC=C1)OCCOC1=CC(=C2C(NC(=NC2=C1)C1=CC=NC=C1)=O)OC (7-(2-(Benzyloxy)ethoxy)-5-methoxy-2-(pyridin-4-yl)quinazolin-4(3H)-one). RXN SMILES: [CH2:1]([O:8][CH2:9][CH2:10][OH:11])[C:2]1[CH:7]=[CH:6][CH:5]=[CH:4][CH:3]=1.[H-].[Na+].F[C:15]1[CH:24]=[C:23]2[C:18]([C:19](=[O:31])[NH:20][C:21]([C:25]3[CH:30]=[CH:29][N:28]=[CH:27][CH:26]=3)=[N:22]2)=[C:17]([O:32][CH3:33])[CH:16]=1.O>CS(C)=O.C(O)(=O)C>[CH2:1]([O:8][CH2:9][CH2:10][O:11][C:15]1[CH:24]=[C:23]2[C:18]([C:19](=[O:31])[NH:20][C:21]([C:25]3[CH:30]=[CH:29][N:28]=[CH:27][CH:26]=3)=[N:22]2)=[C:17]([O:32][CH3:33])[CH:16]=1)[C:2]1[CH:7]=[CH:6][CH:5]=[CH:4][CH:3]=1 |f:1.2|. Procedure details: To a solution of 2-benzyloxy-ethanol (2 mL) in dimethyl sulfoxide (3 mL) was added sodium hydride (0.30 g, 7.4 mmol) in portions, and the reaction mixture was stirred at room temperature for 45 minutes. To this mixture was added 7-fluoro-5-methoxy-2-pyridin-4-yl-3H-quinazolin-4-one (0.20 g, 0.74 mmol) and the reaction mixture was heated at 80° C. for 16 hours. Water was added, the mixture was acidified with acetic acid to pH approximately 4-5, and the precipitated solid was filtered off, to obta... The reactants are [N+](=O)([O-])C1=C(C=CC=C1)CCNC1CCN(CC1)C(=O)OC(C)(C)C (t-Butyl 4-{[2-(2-nitrophenyl)ethyl]amino}piperidine-1-carboxylate), [H][H] (hydrogen). Reagents/catalysts: [Pd] (palladium on carbon). The solvent is C(C)O (ethanol). The product is NC1=C(C=CC=C1)CCNC1CCN(CC1)C(=O)OC(C)(C)C (t-Butyl 4-{[2-(2-aminophenyl)ethyl]amino}piperidine-1-carboxylate). RXN SMILES: [N+:1]([C:4]1[CH:9]=[CH:8][CH:7]=[CH:6][C:5]=1[CH2:10][CH2:11][NH:12][CH:13]1[CH2:18][CH2:17][N:16]([C:19]([O:21][C:22]([CH3:25])([CH3:24])[CH3:23])=[O:20])[CH2:15][CH2:14]1)([O-])=O.[H][H]>[Pd].C(O)C>[NH2:1][C:4]1[CH:9]=[CH:8][CH:7]=[CH:6][C:5]=1[CH2:10][CH2:11][NH:12][CH:13]1[CH2:18][CH2:17][N:16]([C:19]([O:21][C:22]([CH3:25])([CH3:24])[CH3:23])=[O:20])[CH2:15][CH2:14]1. Procedure details: t-Butyl 4-{[2-(2-nitrophenyl)ethyl]amino}piperidine-1-carboxylate and 10% palladium on carbon (1.9 g) were stirred in ethanol (250 mL) overnight under one atmosphere hydrogen. Catalyst was filtered from the solution and solvent removed in vacuo to provide the title compound (17.2 g). MS 320 (M+1)